Dataset: the Open Reaction Database (ORD), a public repository of structured organic reaction records. Task: describe an organic reaction: reactants, conditions, products, and yield The reactants are CN1N=CC=C1[C@@]1([C@H](CCCC1)O)O ((1S,2S)-1-(1-methyl-1H-pyrazol-5-yl)cyclohexane-1,2-diol), C(C)(=O)Br (acetyl bromide), [Br-].[Li+] (lithium bromide), C(C)(OC)(OC)OC (trimethyl orthoacetate), C1(=CC=C(C=C1)S(=O)(=O)O)C (p-toluenesulfonic acid), C([O-])([O-])=O.[K+].[K+] (potassium carbonate). Run in C(C)#N (acetonitrile), ClCCl (dichloromethane), CO (methanol). Product: CN1N=CC=C1[C@]12CCCC[C@@H]2O1 (1-Methyl-5-[(1S,6S)-7-oxabicyclo[4.1.0]hept-1-yl]-1H-pyrazole). Isolated yield 47.0%. RXN SMILES: [CH3:1][N:2]1[C:6]([C@@:7]2([OH:14])[CH2:12][CH2:11][CH2:10][CH2:9][C@@H:8]2O)=[CH:5][CH:4]=[N:3]1.C(OC)(OC)(OC)C.C1(C)C=CC(S(O)(=O)=O)=CC=1.[Br-].[Li+].C(Br)(=O)C.C(=O)([O-])[O-].[K+].[K+]>CO.C(#N)C.ClCCl>[CH3:1][N:2]1[C:6]([C@:7]23[O:14][C@H:8]2[CH2:9][CH2:10][CH2:11][CH2:12]3)=[CH:5][CH:4]=[N:3]1 |f:3.4,6.7.8|. Procedure: The reaction and aftertreatment were conducted in the same manner as in Example 102b by using the (1S,2S)-1-(1-methyl-1H-pyrazol-5-yl)cyclohexane-1,2-diol (423 mg, 2.15 mmol) prepared in Example 123c, trimethyl orthoacetate (0.688 mL, 5.38 mmol), p-toluenesulfonic acid (20.5 mg, 0.11 mmol), dichloromethane (6.0 mL), acetonitrile (6.0 mL), lithium bromide (466 mg, 5.38 mmol), acetyl bromide (0.398 mL, 5.38 mmol), methanol (6.0 mL) and potassium carbonate (743 mg, 5.38 mmol), to yield the title co... Starting materials: C(C)(C)N(CC)C(C)C (Diisopropylethylamine), C(C)(C)(C)OC(=O)NCC1=C(CNC([C@H]2NCCC2)=O)C=C(C=C1)Cl (L-prolin-N-(2-(tert-butyloxycarbonylaminomethyl)-5-chlorobenzyl)amide), CC([C@H](C(=O)O)O)(C)C ((2R)-3,3-Dimethyl-2-hydroxybutyric acid), C1=CC=C2C(=C1)N=NN2O.O (HOBT hydrate), C(CCl)Cl (EDC). Solvent: CN(C)C=O (DMF). Conditions: time 6 hour. Product: CC([C@H](C(=O)N1[C@H](C(=O)NCC2=C(C=CC(=C2)Cl)CNC(=O)OC(C)(C)C)CCC1)O)(C)C (1-((2R)-3,3-dimethyl-2-hydroxybutanoyl)-N-(2-(tert-butyloxycarbonylaminomethyl)-5-chlorobenzyl)-L-prolinamide). As a reaction SMILES: [C:1]([O:5][C:6]([NH:8][CH2:9][C:10]1[CH:24]=[CH:23][C:22]([Cl:25])=[CH:21][C:11]=1[CH2:12][NH:13][C:14](=[O:20])[C@@H:15]1[CH2:19][CH2:18][CH2:17][NH:16]1)=[O:7])([CH3:4])([CH3:3])[CH3:2].[CH3:26][C:27]([CH3:34])([CH3:33])[C@@H:28]([OH:32])[C:29](O)=[O:30].C1C=C2N=NN(O)C2=CC=1.O.C(Cl)CCl.C(N(C(C)C)CC)(C)C>CN(C=O)C>[CH3:26][C:27]([CH3:34])([CH3:33])[C@@H:28]([OH:32])[C:29]([N:16]1[CH2:17][CH2:18][CH2:19][C@H:15]1[C:14]([NH:13][CH2:12][C:11]1[CH:21]=[C:22]([Cl:25])[CH:23]=[CH:24][C:10]=1[CH2:9][NH:8][C:6]([O:5][C:1]([CH3:4])([CH3:2])[CH3:3])=[O:7])=[O:20])=[O:30] |f:2.3|. Procedure details: To a stirred solution of L-prolin-N-(2-(tert-butyloxycarbonylaminomethyl)-5-chlorobenzyl)amide from step 2 (3.90 g, 10.6 mmol, HPLC RT=2.77 min), (2R)-3,3-dimethyl-R-hydroxybutyric acid from step 3 (1.40 g, 10.6 mmol), and HOBT hydrate (1.68 g, 11 mmol) in DMF (60 mL) was added EDC (2.65 g, 13.8 mmol). Diisopropylethylamine was then added slowly in portions (11.5 mL total) to bring the pH of the solution to 6-7 as measured on wetted E. Merck pH indicator strips. The mixture was stirred at ambien... Reactants: C1CCOC1, CCN(C(C)C)C(C)C, O=C(Cl)OCc1ccccc1, COC(=O)c1cc(N)cc([N+](=O)[O-])c1C, O. Yields the product COC(=O)c1cc(NC(=O)OCc2ccccc2)cc([N+](=O)[O-])c1C. Reaction SMILES: [CH2:37]1[O:38][CH2:39][CH2:40][CH2:41]1.[CH:16]([N:17]([CH:18]([CH3:19])[CH3:20])[CH2:21][CH3:22])([CH3:23])[CH3:24].[Cl:25][C:26](=[O:27])[O:28][CH2:29][c:30]1[cH:31][cH:32][cH:33][cH:34][cH:35]1.[NH2:1][c:2]1[cH:3][c:4]([N+:13](=[O:14])[O-:15])[c:5]([CH3:12])[c:6]([C:7](=[O:8])[O:9][CH3:10])[cH:11]1.[OH2:36]>>[NH:1]([c:2]1[cH:3][c:4]([N+:13](=[O:14])[O-:15])[c:5]([CH3:12])[c:6]([C:7](=[O:8])[O:9][CH3:10])[cH:11]1)[C:26](=[O:27])[O:28][CH2:29][c:30]1[cH:31][cH:32][cH:33][cH:34][cH:35]1. Reactants: OC(CC)C1=CC(=NO1)C1=CC=CC=C1 (5-(1-hydroxypropyl)-3-phenylisoxazole), [Cr](=O)(=O)(O)O (chromic acid). Run in ice water, C(C)(=O)O (acetic acid), C(C)(=O)O (acetic acid), O (water). Conditions: temperature 60 celsius. Product: C(CC)(=O)C1=CC(=NO1)C1=CC=CC=C1 (5-propionyl-3-phenylisoxazole). As a reaction SMILES: [OH:1][CH:2]([C:5]1[O:9][N:8]=[C:7]([C:10]2[CH:15]=[CH:14][CH:13]=[CH:12][CH:11]=2)[CH:6]=1)[CH2:3][CH3:4].[Cr](O)(O)(=O)=O>C(O)(=O)C.O>[C:2]([C:5]1[O:9][N:8]=[C:7]([C:10]2[CH:15]=[CH:14][CH:13]=[CH:12][CH:11]=2)[CH:6]=1)(=[O:1])[CH2:3][CH3:4]. Procedure details: In 130 ml of acetic acid, 19 g (93.6 mmol) of 5-(1-hydroxypropyl)-3-phenylisoxazole were dissolved. A solution which had been obtained by dissolving 6.4 g (64 mmol) of chromic acid in a mixed solution of 50 ml of acetic acid and 10 ml of water was added dropwise. The reaction mixture was heated at 60° C. for 3 hours and the solvent was distilled off under reduced pressure. The residue thus obtained was poured in ice water. Colorless crystals precipitated were collected by filtration and then dri... Reactants: C(C1=CC=CC=C1)=O (Benzaldehyde), FC1=CNC=C1F (3,4-difluoropyrrole), B(F)(F)F (BF3). Run in C(Cl)Cl (CH2Cl2). Conditions: time 30 minute. Yields the product FC1=C2NC(=C1F)C(=C1C(=C(C(=N1)C(=C1C(=C(C(N1)=C(C=1C(=C(C(N1)=C2C2=CC=CC=C2)F)F)C2=CC=CC=C2)F)F)C2=CC=CC=C2)F)F)C2=CC=CC=C2 (2,3,7,8,12,13,17,18-octafluoro-5,10,15,20-tetraphenylporphyrin). The yield is 20.9%. Reaction SMILES: [CH:1](=O)[C:2]1[CH:7]=[CH:6][CH:5]=[CH:4][CH:3]=1.[F:9][C:10]1[C:14]([F:15])=[CH:13][NH:12][CH:11]=1.B(F)(F)F>C(Cl)Cl>[F:9][C:10]1[C:14]([F:15])=[C:13]2[C:1]([C:2]3[CH:7]=[CH:6][CH:5]=[CH:4][CH:3]=3)=[C:13]3[N:12]=[C:11]([C:1]([C:2]4[CH:7]=[CH:6][CH:5]=[CH:4][CH:3]=4)=[C:13]4[NH:12][C:11](=[C:1]([C:2]5[CH:3]=[CH:4][CH:5]=[CH:6][CH:7]=5)[C:11]5[C:10]([F:9])=[C:14]([F:15])[C:13](=[C:1]([C:2]6[CH:7]=[CH:6][CH:5]=[CH:4][CH:3]=6)[C:11]=1[NH:12]2)[N:12]=5)[C:10]([F:9])=[C:14]4[F:15])[C:10]([F:9])=[C:14]3[F:15]. Procedure details: Benzaldehyde (0.35 mL, 3.5 mmol), 3,4-difluoropyrrole (0.33 g, 3.2 mmol), and 250 mL of distilled CH2Cl2 were placed under N2 in a 500 mL round-bottom flask equipped with a magnetic stir bar. The reaction was stirred while BF3 etherate (0.5 mL, 3.9 mmol) was added via syringe. To monitor the reaction, aliquots were periodically removed from the reaction vessel, oxidized with DDQ, neutralized with pyridine, and chromatographed by silica gel TLC using CHCl3 as eluent. After 30 minutes, DDQ (1 g) a... Starting materials: ClC=1N=CC=2N(C(C3(CN(C2N1)C1CCCC1)CC3)=O)C (2′-chloro-9′-cyclopentyl-5′-methyl-8′,9′-dihydrospiro[cyclopropane-1,7′-pyrimido[5,4-b][1,4]diazepin]-6′(5′H)-one), ClC=1N=CC=2N(C(C3(CN(C2N1)C1CCCC1)CC3)=O)C (2′-chloro-9′-cyclopentyl-5′-methyl-8′,9′-dihydrospiro[cyclopropane-1,7′-pyrimido[5,4-b][1,4]diazepin]-6′(5′H)-one), NC1=C(C=C(C(=O)NC2CCN(CC2)CC)C=C1)OC (4-amino-N-(1-ethyl-4-piperidyl)-3-methoxy-benzamide), NC1=C(C=C(C(=O)NC2CCN(CC2)CC)C=C1)OC (4-amino-N-(1-ethyl-4-piperidyl)-3-methoxy-benzamide), O.C1(=CC=C(C=C1)S(=O)(=O)O)C (p-toluenesulphonic acid monohydrate), CO (methanol). Procedure: 2′-chloro-9′-cyclopentyl-5′-methyl-8′,9′-dihydrospiro[cyclopropane-1,7′-pyrimido[5,4-b][1,4]diazepin]-6′(5′H)-one (Intermediate 130; 100 mg, 0.33 mmol), 4-amino-N-(1-ethyl-4-piperidyl)-3-methoxy-benzamide (Intermediate 190; 91 mg, 0.33 mmol) and p-toluenesulphonic acid monohydrate (156 mg, 0.81 mmol) were heated at 140° C. in 4-methyl-2-pentanol (4 mL) for 2 hours. The reaction mixture was loaded onto to an SCX-3 cartridge (10 g) pre-wet with methanol, then washed with methanol and eluted with 2... Yields the product C1(CCCC1)N1C2=C(N(C(C3(C1)CC3)=O)C)C=NC(=N2)NC2=C(C=C(C(=O)NC3CCN(CC3)CC)C=C2)OC (4-(9′-cyclopentyl-5′-methyl-6′-oxo-5′,6′,8′,9′-tetrahydrospiro[cyclopropane-1,7′-pyrimido[5,4-b][1,4]diazepine]-2′-ylamino)-N-(1-ethyl-4-piperidyl)-3-methoxy-benzamide). Run in CC(CC(C)O)C (4-methyl-2-pentanol). Isolated yield 49.2%. Reaction SMILES: Cl[C:2]1[N:3]=[CH:4][C:5]2[N:6]([CH3:21])[C:7](=[O:20])[C:8]3([CH2:19][CH2:18]3)[CH2:9][N:10]([CH:13]3[CH2:17][CH2:16][CH2:15][CH2:14]3)[C:11]=2[N:12]=1.[NH2:22][C:23]1[CH:39]=[CH:38][C:26]([C:27]([NH:29][CH:30]2[CH2:35][CH2:34][N:33]([CH2:36][CH3:37])[CH2:32][CH2:31]2)=[O:28])=[CH:25][C:24]=1[O:40][CH3:41].O.C1(C)C=CC(S(O)(=O)=O)=CC=1.CO>CC(C)CC(O)C>[CH:13]1([N:10]2[CH2:9][C:8]3([CH2:19][CH2:18]3)[C:7](=[O:20])[N:6]([CH3:21])[C:5]3[CH:4]=[N:3][C:2]([NH:22][C:23]4[CH:39]=[CH:38][C:26]([C:27]([NH:29][CH:30]5[CH2:31][CH2:32][N:33]([CH2:36][CH3:37])[CH2:34][CH2:35]5)=[O:28])=[CH:25][C:24]=4[O:40][CH3:41])=[N:12][C:11]2=3)[CH2:17][CH2:16][CH2:15][CH2:14]1 |f:2.3|. Yields the product O1COC2=C1C=CC(=C2)C=NC2=CC=C(C(=O)OCC)C=C2 (ethyl 4-(((1,3-benzodioxol-5-yl)mehylene)amino)benzoate). Reported procedure: Commercial quantities of 4-(((1,3-benzodioxol-5-yl)methyl)amino)benzoic acid are generally prepared by reacting piperonal with ethyl 4-aminobenzoate in absolute ethanol in the presence of a catalytic amount of 4-toluenesulfonic acid monohydrate to give the intermediate ethyl 4-(((1,3-benzodioxol-5-yl)mehylene)amino)benzoate. The intermediate is isolated and reduced in absolute ethanol using sodium borohydrate. The resulting ethyl 4-(((1,3-benzodioxol-5-yl)methyl)amino)benzoate is not isolated, b... Reaction SMILES: [O:1]1[C:5]2[CH:6]=[CH:7][C:8]([CH2:10][NH:11][C:12]3[CH:20]=[CH:19][C:15]([C:16]([OH:18])=[O:17])=[CH:14][CH:13]=3)=[CH:9][C:4]=2[O:3][CH2:2]1.[CH:21]1C(C=O)=CC2OCOC=2[CH:22]=1.NC1C=CC(C(OCC)=O)=CC=1.O.C1(C)C=CC(S(O)(=O)=O)=CC=1>C(O)C>[O:1]1[C:5]2[CH:6]=[CH:7][C:8]([CH:10]=[N:11][C:12]3[CH:20]=[CH:19][C:15]([C:16]([O:18][CH2:21][CH3:22])=[O:17])=[CH:14][CH:13]=3)=[CH:9][C:4]=2[O:3][CH2:2]1 |f:3.4|. Solvent: C(C)O (ethanol). Reactants: O1COC2=C1C=CC(=C2)CNC2=CC=C(C(=O)O)C=C2 (4-(((1,3-benzodioxol-5-yl)methyl)amino)benzoic acid), O.C1(=CC=C(C=C1)S(=O)(=O)O)C (4-toluenesulfonic acid monohydrate), C1=CC2=C(C=C1C=O)OCO2 (piperonal), NC1=CC=C(C(=O)OCC)C=C1 (ethyl 4-aminobenzoate).